From a dataset of the Open Reaction Database (ORD), a public repository of structured organic reaction records. describe an organic reaction: reactants, conditions, products, and yield Reactants: liquid, C(=O)(Cl)Cl (phosgene), C(=O)=O (dry ice), C(C)(C)(C)N=NC(C)(CCCO)C#N (2-t-butylazo-2-cyano-5-hydroxypentane). Conditions: time 2 hour. Product: ClC(=O)OCCCC(C)(C#N)N=NC(C)(C)C (4-t-butylazo-4-cyanopentyl chloroformate). The yield is 82.0%. Reaction SMILES: [C:1](Cl)([Cl:3])=[O:2].C(=O)=O.[C:8]([N:12]=[N:13][C:14]([C:20]#[N:21])([CH2:16][CH2:17][CH2:18][OH:19])[CH3:15])([CH3:11])([CH3:10])[CH3:9]>>[Cl:3][C:1]([O:19][CH2:18][CH2:17][CH2:16][C:14]([N:13]=[N:12][C:8]([CH3:11])([CH3:9])[CH3:10])([C:20]#[N:21])[CH3:15])=[O:2]. Procedure: To 15 ml of liquid phosgene in a 50 ml round bottom flask, equipped with a thermometer, magnetic stirring bar, dry ice condenser and dropping funnel, was added 5 g. (0.0254 m) of 2-t-butylazo-2-cyano-5-hydroxypentane (from XIV) over 1 hour, holding the temperature at 0° C with an ice bath. After the addition was complete, the reaction was stirred an additional 11/2 hours, letting the temperature slowly rise to room temperature. The dry ice condenser was removed and the excess phosgene stripped o...